From a dataset of the Open Reaction Database (ORD), a public repository of structured organic reaction records. describe an organic reaction: reactants, conditions, products, and yield Reactants: C(C)(C)N1C(=NC(C1=O)=O)SC (1-Isopropyl-2-methylsulfanyl-1H-imidazole-4,5-dione), ClC=1C=C(C=CC1Cl)NC(=N)N (N-(3,4-dichlorophenyl)guanidine). The solvent is C(Cl)(Cl)Cl (CHCl3). Conditions: temperature 50 celsius. The product is ClC=1C=C(C=CC1Cl)NC(=N)N=C1N(C(C(N1)=O)=O)C(C)C (N-(3,4-dichlorophenyl)-N′-(1-isopropyl-4,5-dioxoimidazolidin-2-ylidene)guanidine). The yield is 39.9%. As a reaction SMILES: [CH:1]([N:4]1[C:8](=[O:9])[C:7](=[O:10])[N:6]=[C:5]1SC)([CH3:3])[CH3:2].[Cl:13][C:14]1[CH:15]=[C:16]([NH:21][C:22]([NH2:24])=[NH:23])[CH:17]=[CH:18][C:19]=1[Cl:20]>C(Cl)(Cl)Cl>[Cl:13][C:14]1[CH:15]=[C:16]([NH:21][C:22]([N:24]=[C:5]2[NH:6][C:7](=[O:10])[C:8](=[O:9])[N:4]2[CH:1]([CH3:3])[CH3:2])=[NH:23])[CH:17]=[CH:18][C:19]=1[Cl:20]. Reported procedure: To the solution of dione 11 (0.712 g, 3.83 mmol) in 80 ml of dry CHCl3 was added guanidine 14 (0.74 g, 3.64 mmol) and the reaction mixture was heated in an oil-bath at 50° C. for 16 hours. The solid precipitates were collected, washed sequentially with H2O, CH3OH and CHCl3 to afford the compound 3 as a light yellow solid (0.497 g, 40%). mp 233° C. 1H NMR (600 MHz, DMSO-d6): δ 7.77 (d, J=2.2 Hz, 1H), 7.68 (d, J=8.6 Hz, 1H), 7.31 (dd, J=8.6 and 2.2 Hz, 1H), 4.38 (m, 1H), 1.33 (d, J=6.7 Hz, 6H). 13...